This data is from the Open Reaction Database (ORD), a public repository of structured organic reaction records. The task is: describe an organic reaction: reactants, conditions, products, and yield The reactants are [OH-].[Na+] (sodium hydroxide), ClC(=O)OCC (ethyl chloroformate), Cl.C(C)SC(N)=N (S-ethylisothiourea hydrochloride), solution, [OH-].[Na+] (sodium hydroxide), O (water), [OH-].[Na+] (sodium hydroxide). Run in C(Cl)Cl (methylene chloride), C(C)#N (acetonitrile). Conditions: time 80 minute. Yields the product C(C)OC(=O)NC(=SCC)N (N-(Ethoxycarbonyl)-S-ethylthiourea). Reaction SMILES: Cl[C:2]([O:4][CH2:5][CH3:6])=[O:3].Cl.[CH2:8]([S:10][C:11](=[NH:13])[NH2:12])[CH3:9].O.[OH-].[Na+]>C(Cl)Cl.C(#N)C>[CH2:5]([O:4][C:2]([NH:12][C:11]([NH2:13])=[SH:10][CH2:8][CH3:9])=[O:3])[CH3:6] |f:1.2,4.5|. Procedure details: 302 g. (2.78 moles) of ethyl chloroformate was added to 2 moles of S-ethylisothiourea hydrochloride in 800 ml. of water and 200 ml. of acetonitrile. A 25% solution of sodium hydroxide was added dropwise so rapidly that, with external cooling, a temperature of +25° C. was not exceeded. The solution of sodium hydroxide was added for as long as the pH value did not rise above 8. Stirring was effected for a further 80 minutes during which control of the pH value was continued. If necessary, a little... The reactants are ClC1=C(C=CC2=CC=CC=C12)OCCNC(OC(C)(C)C)=O (tert-butyl {2-[(1-chloronaphthalen-2-yl)oxy]ethyl}carbamate). Solvent: C(C)OCC (ethyl ether), Cl (HCl), O1CCOCC1 (dioxane). Conditions: temperature 0 celsius, time 18 hour. Product: [Cl-].ClC1=C(C=CC2=CC=CC=C12)OCC[NH3+] (2-[(1-chloronaphthalen-2-yl)oxy]ethanaminium chloride). Yield: 92.0%. RXN SMILES: [Cl:1][C:2]1[C:11]2[C:6](=[CH:7][CH:8]=[CH:9][CH:10]=2)[CH:5]=[CH:4][C:3]=1[O:12][CH2:13][CH2:14][NH:15]C(=O)OC(C)(C)C>C(OCC)C.Cl.O1CCOCC1>[Cl-:1].[Cl:1][C:2]1[C:11]2[C:6](=[CH:7][CH:8]=[CH:9][CH:10]=2)[CH:5]=[CH:4][C:3]=1[O:12][CH2:13][CH2:14][NH3+:15] |f:4.5|. Procedure details: To a cooled (0° C.) single necked flask containing a solution of tert-butyl {2-[(1-chloronaphthalen-2-yl)oxy]ethyl}carbamate in 4 mL of ethyl ether, 5 mL of 4 M HCl solution in dioxane were added. The resulting mixture was stirred at room temperature for 18 h. The reaction mixture was concentrated under reduce pressure to afford 2-[(1-chloronaphthalen-2-yl)oxy]ethanaminium chloride as a white solid (92% yield) which was pure by TLC and NMR analysis. Starting materials: CC(=O)O, Cc1cnc(Cl)nc1N, Nc1ccc(OCCN2CCCC2)cc1. The product is Cc1cnc(Nc2ccc(OCCN3CCCC3)cc2)nc1N. As a reaction SMILES: [CH3:25][C:26](=[O:27])[OH:28].[Cl:1][c:2]1[n:3][cH:4][c:5]([CH3:9])[c:6]([NH2:8])[n:7]1.[N:10]1([CH2:15][CH2:16][O:17][c:18]2[cH:19][cH:20][c:21]([NH2:24])[cH:22][cH:23]2)[CH2:11][CH2:12][CH2:13][CH2:14]1>>[c:2]1([NH:24][c:21]2[cH:20][cH:19][c:18]([O:17][CH2:16][CH2:15][N:10]3[CH2:11][CH2:12][CH2:13][CH2:14]3)[cH:23][cH:22]2)[n:3][cH:4][c:5]([CH3:9])[c:6]([NH2:8])[n:7]1. The reactants are NC1=NC=2C=CC=CC2C2=C1N=C(N2CC(CC(C)=O)(C)C)CCC (5-(4-amino-2-propyl-1H-imidazo[4,5-c]quinolin-1-yl)-4,4-dimethylpentan-2-one), Cl.CON (O-methylhydroxylamine hydrochloride). Yields the product CON=C(C)CC(CN1C(=NC=2C(=NC=3C=CC=CC3C21)N)CCC)(C)C (5-(4-amino-2-propyl-1H-imidazo[4,5-c]quinolin-1-yl)-4,4-dimethylpentan-2-one O-methyloxime). Reaction SMILES: [NH2:1][C:2]1[C:11]2[N:12]=[C:13]([CH2:23][CH2:24][CH3:25])[N:14]([CH2:15][C:16]([CH3:22])([CH3:21])[CH2:17][C:18](=O)[CH3:19])[C:10]=2[C:9]2[CH:8]=[CH:7][CH:6]=[CH:5][C:4]=2[N:3]=1.Cl.[CH3:27][O:28][NH2:29]>>[CH3:27][O:28][N:29]=[C:18]([CH2:17][C:16]([CH3:22])([CH3:21])[CH2:15][N:14]1[C:10]2[C:9]3[CH:8]=[CH:7][CH:6]=[CH:5][C:4]=3[N:3]=[C:2]([NH2:1])[C:11]=2[N:12]=[C:13]1[CH2:23][CH2:24][CH3:25])[CH3:19] |f:1.2|. Procedure: By the general method of Part F in Example 30, 5-(4-amino-2-propyl-1H-imidazo[4,5-c]quinolin-1-yl)-4,4-dimethylpentan-2-one was reacted with O-methylhydroxylamine hydrochloride to provide 5-(4-amino-2-propyl-1H-imidazo[4,5-c]quinolin-1-yl)-4,4-dimethylpentan-2-one O-methyloxime as about a 49 to 1 mixture of E and Z isomers as a yellow solid after recrystallization from aqueous methanol, mp 196-198° C. MS (APCI) m/z 368 (M+H)+; Anal. calcd for C21H29N5O: C, 68.63; H, 7.95; N, 19.06. Found: C, 68.... The reactants are C(C)(C)(C)NC(=O)C1=CC=C(C=C1)C(CCCC=1N=CN(C1)C(C1=CC=CC=C1)(C1=CC=CC=C1)C1=CC=CC=C1)=O (1-(p-N-tert-butylaminocarbonylphenyl)-4-(1-trityl-4-imidazolyl)-1-butanone), ice water. Solvent: S(=O)(Cl)Cl (thionyl chloride). The product is C(#N)C1=CC=C(C=C1)C(CCCC=1N=CNC1)=O (1-(p-cyanophenyl)-4-(4-imidazolyl)-1-butanone). RXN SMILES: C([NH:5][C:6]([C:8]1[CH:13]=[CH:12][C:11]([C:14](=[O:42])[CH2:15][CH2:16][CH2:17][C:18]2[N:19]=[CH:20][N:21](C(C3C=CC=CC=3)(C3C=CC=CC=3)C3C=CC=CC=3)[CH:22]=2)=[CH:10][CH:9]=1)=O)(C)(C)C>S(Cl)(Cl)=O>[C:6]([C:8]1[CH:9]=[CH:10][C:11]([C:14](=[O:42])[CH2:15][CH2:16][CH2:17][C:18]2[N:19]=[CH:20][NH:21][CH:22]=2)=[CH:12][CH:13]=1)#[N:5]. Reported procedure: A solution of 0.5 g of 1-(p-N-tert-butylaminocarbonylphenyl)-4-(1-trityl-4-imidazolyl)-1-butanone in 20 ml of thionyl chloride is refluxed for 3 h and poured into 100 ml of ice-water. The aqueous phase is extracted with ether (3×20 ml), adjusted to pH=10 and reextracted with methylene chloride. The organic phase is dried and evaporated to yield 1-(p-cyanophenyl)-4-(4-imidazolyl)-1-butanone.